describe an organic reaction: reactants, conditions, products, and yield From a dataset of the Open Reaction Database (ORD), a public repository of structured organic reaction records. Starting materials: ClN1C(CCC1=O)=O (N-chlorosuccinimide), ice water, OC1(CN(C1)C(=O)OC(C)(C)C)C1=CC=C(C=C1)[Si](C)(C)C (tert-butyl 3-hydroxy-3-(4-(trimethylsilyl)phenyl)azetidine-1-carboxylate), [K+].[Br-] (KBr), CO (MeOH). Run in C(C)(=O)O (acetic acid). Run at temperature 60 celsius, time 2 hour. Yields the product BrC1=CC=C(C=C1)C1(CN(C1)C(=O)OC(C)(C)C)O (tert-butyl 3-(4-bromophenyl)-3-hydroxyazetidine-1-carboxylate). Isolated yield 76.2%. Reaction SMILES: [OH:1][C:2]1([C:13]2[CH:18]=[CH:17][C:16]([Si](C)(C)C)=[CH:15][CH:14]=2)[CH2:5][N:4]([C:6]([O:8][C:9]([CH3:12])([CH3:11])[CH3:10])=[O:7])[CH2:3]1.[K+].[Br-:24].CO.ClN1C(=O)CCC1=O>C(O)(=O)C>[Br:24][C:16]1[CH:17]=[CH:18][C:13]([C:2]2([OH:1])[CH2:5][N:4]([C:6]([O:8][C:9]([CH3:12])([CH3:11])[CH3:10])=[O:7])[CH2:3]2)=[CH:14][CH:15]=1 |f:1.2|. Procedure details: A mixture of tert-butyl 3-hydroxy-3-(4-(trimethylsilyl)phenyl)azetidine-1-carboxylate (Preparation 3, 45 g, 0.14 mol) and KBr (25 g, 0.21 mol) in acetic acid (10 and MeOH (100 mL) was heated at 60° C. for 20 minutes. Then N-chlorosuccinimide (22.4 g, 0.17 mol) was added to the reaction mixture and stirred at 60° C. for 2 hours. LC/MS indicated the reaction was complete (only product peak). After cooling to ambient temperature, the mixture was poured into ice-water (1 L). The mixture was extracte...